Dataset: the Open Reaction Database (ORD), a public repository of structured organic reaction records. Task: describe an organic reaction: reactants, conditions, products, and yield The reactants are [I-], [K+], O=N[O-], Cn1nc(C(F)(F)F)n(-c2ccc(N)cc2Cl)c1=S, [Na+], O, O=S(=O)(O)O. The product is Cn1nc(C(F)(F)F)n(-c2ccc(I)cc2Cl)c1=S. RXN SMILES: [I-:2].[K+:1].[N:22]([O-:23])=[O:24].[NH2:3][c:4]1[cH:5][c:6]([Cl:21])[c:7](-[n:10]2[c:11]([C:17]([F:18])([F:19])[F:20])[n:12][n:13]([CH3:16])[c:14]2=[S:15])[cH:8][cH:9]1.[Na+:25].[OH2:31].[S:26](=[O:27])(=[O:28])([OH:29])[OH:30]>>[I:2][c:4]1[cH:5][c:6]([Cl:21])[c:7](-[n:10]2[c:11]([C:17]([F:18])([F:19])[F:20])[n:12][n:13]([CH3:16])[c:14]2=[S:15])[cH:8][cH:9]1. The reactants are [N+](=O)([O-])C=1C=CC(=C(CO)C1)N1C=CC=C1 (5-nitro-2-(pyrrol-1-yl)benzyl alcohol), C1(=CC=CC=C1)P(C1=CC=CC=C1)C1=CC=CC=C1 (triphenyl phosphine), C(Br)(Br)(Br)Br (carbon tetrabromide). The solvent is ClCCl (dichloromethane). Run at time 2 hour. The product is [N+](=O)([O-])C=1C=CC(=C(CBr)C1)N1C=CC=C1 (5-nitro-2-(pyrrol-1-yl)benzyl bromide). Isolated yield 47.0%. RXN SMILES: [N+:1]([C:4]1[CH:5]=[CH:6][C:7]([N:12]2[CH:16]=[CH:15][CH:14]=[CH:13]2)=[C:8]([CH:11]=1)[CH2:9]O)([O-:3])=[O:2].C1(P(C2C=CC=CC=2)C2C=CC=CC=2)C=CC=CC=1.C(Br)(Br)(Br)[Br:37]>ClCCl>[N+:1]([C:4]1[CH:5]=[CH:6][C:7]([N:12]2[CH:16]=[CH:15][CH:14]=[CH:13]2)=[C:8]([CH:11]=1)[CH2:9][Br:37])([O-:3])=[O:2]. Procedure details: To a solution in dichloromethane (10 ml) of the compound (239 mg) obtained in Example 1b, triphenyl phosphine (345 mg) and carbon tetrabromide (436 mg) were sequentially added dropwise under cooling with ice. The reaction mixture was stirred for 2 hours under cooling with ice and then concentrated at reduced pressure. The resulting residue was purified by silica gel column chromatography (eluent; ethyl acetate:n-hexane=1:9) to give the titled compound (yield,47%). Starting materials: COC1=C(C(=O)N2CCC(CC2)N2C(=O)C(CC3=CC=CC=C23)C(=O)OCC)C=CC(=C1)OCC (1-[1-(2-methoxy-4-ethoxybenzoyl)-4-piperidinyl]-3-ethoxycarbonyl-3,4-dihydrocarbostyril), [OH-].[Na+] (sodium hydroxide), C(C)O (ethanol). Solvent: O (Water), O (water). Run at time 30 minute. The product is COC1=C(C(=O)N2CCC(CC2)N2C(=O)C(CC3=CC=CC=C23)C(=O)O)C=CC(=C1)OCC (1-[1-(2-methoxy-4-ethoxybenzoyl)-4-piperidinyl]-3-carboxy-3,4-dihydrocarbostyril). Isolated yield 84.1%. As a reaction SMILES: [CH3:1][O:2][C:3]1[CH:32]=[C:31]([O:33][CH2:34][CH3:35])[CH:30]=[CH:29][C:4]=1[C:5]([N:7]1[CH2:12][CH2:11][CH:10]([N:13]2[C:23]3[C:18](=[CH:19][CH:20]=[CH:21][CH:22]=3)[CH2:17][CH:16]([C:24]([O:26]CC)=[O:25])[C:14]2=[O:15])[CH2:9][CH2:8]1)=[O:6].[OH-].[Na+].C(O)C>O>[CH3:1][O:2][C:3]1[CH:32]=[C:31]([O:33][CH2:34][CH3:35])[CH:30]=[CH:29][C:4]=1[C:5]([N:7]1[CH2:8][CH2:9][CH:10]([N:13]2[C:23]3[C:18](=[CH:19][CH:20]=[CH:21][CH:22]=3)[CH2:17][CH:16]([C:24]([OH:26])=[O:25])[C:14]2=[O:15])[CH2:11][CH2:12]1)=[O:6] |f:1.2|. Procedure details: To 1-[1-(2-methoxy-4-ethoxybenzoyl)-4-piperidinyl]-3-ethoxycarbonyl-3,4-dihydrocarbostyril (0.48 g) are added sodium hydroxide (0.2 g), water (4 ml) and ethanol (10 ml) and the mixture is stirred at room temperature for 30 minutes. Water is added to the reaction mixture and the mixture is extracted with ethyl acetate. The aqueous layer is neutiralized with acetic acid and extracted with dichloromethane. The extract is concentrated to give 1-[1-(2-methoxy-4-ethoxybenzoyl)-4-piperidinyl]-3-carboxy... The reactants are CCOCCn1c(N2CCCN(CCC3(c4ccccc4)CCNC3)CC2)nc2ccccc21, CCN=C=NCCCN(C)C, CSc1ccc(-n2cnnn2)cc1C(=O)O, CCOC(C)=O, CCN(C(C)C)C(C)C, ClCCl, Cl, Cl, O, On1nnc2ccccc21. Yields the product CCOCCn1c(N2CCCN(CCC3(c4ccccc4)CCN(C(=O)c4cc(-n5cnnn5)ccc4SC)C3)CC2)nc2ccccc21. Reaction SMILES: [CH2:2]([CH3:3])[O:4][CH2:5][CH2:6][n:7]1[c:8]([N:16]2[CH2:17][CH2:18][N:19]([CH2:23][CH2:24][C:25]3([c:30]4[cH:31][cH:32][cH:33][cH:34][cH:35]4)[CH2:26][NH:27][CH2:28][CH2:29]3)[CH2:20][CH2:21][CH2:22]2)[n:9][c:10]2[c:11]1[cH:12][cH:13][cH:14][cH:15]2.[CH2:73]([N:74]=[C:75]=[N:76][CH2:77][CH2:78][CH2:79][N:80]([CH3:81])[CH3:82])[CH3:83].[CH3:36][S:37][c:38]1[c:39]([C:40](=[O:41])[OH:42])[cH:43][c:44](-[n:47]2[n:48][n:49][n:50][cH:51]2)[cH:45][cH:46]1.[CH3:84][CH2:85][O:86][C:87](=[O:88])[CH3:89].[CH:63]([N:64]([CH2:65][CH3:66])[CH:67]([CH3:68])[CH3:69])([CH3:70])[CH3:71].[Cl:90][CH2:91][Cl:92].[ClH:1].[ClH:72].[OH2:52].[OH:53][n:54]1[c:55]2[cH:56][cH:57][cH:58][cH:59][c:60]2[n:61][n:62]1>>[CH2:2]([CH3:3])[O:4][CH2:5][CH2:6][n:7]1[c:8]([N:16]2[CH2:17][CH2:18][N:19]([CH2:23][CH2:24][C:25]3([c:30]4[cH:31][cH:32][cH:33][cH:34][cH:35]4)[CH2:26][N:27]([C:40]([c:39]4[c:38]([S:37][CH3:36])[cH:46][cH:45][c:44](-[n:47]5[n:48][n:49][n:50][cH:51]5)[cH:43]4)=[O:41])[CH2:28][CH2:29]3)[CH2:20][CH2:21][CH2:22]2)[n:9][c:10]2[c:11]1[cH:12][cH:13][cH:14][cH:15]2. Reactants: C(CC(C)C)=O (isovaleraldehyde), C(#N)CC(=O)OCC (ethyl cyanoacetate). Product: C(C)OC(C(=CCC(C)C)C#N)=O (2-cyano-5-methylhex-2-enoic acid ethyl ester). RXN SMILES: [CH:1](=O)[CH2:2][CH:3]([CH3:5])[CH3:4].[C:7]([CH2:9][C:10]([O:12][CH2:13][CH3:14])=[O:11])#[N:8]>>[CH2:13]([O:12][C:10](=[O:11])[C:9]([C:7]#[N:8])=[CH:1][CH2:2][CH:3]([CH3:5])[CH3:4])[CH3:14]. Procedure: Condensing isovaleraldehyde with ethyl cyanoacetate to form 2-cyano-5-methylhex-2-enoic acid ethyl ester; Reactants: [O-]CC.[Na+] (sodium ethoxide), CC(C(=O)OCC)C(=O)C (ethyl 2-methylacetoacetate), Cl.C(C1=CC=CC=C1)(=N)N (benzamidine hydrochloride). Solvent: C(C)O (ethanol), C(C)O (ethanol). Conditions: temperature 0 celsius, time 30 minute. Product: CC=1C(NC(=NC1C)C1=CC=CC=C1)=O (5,6-dimethyl-2-phenyl-4(3H)-pyrimidinone). Isolated yield 51.5%. RXN SMILES: [O-]CC.[Na+].Cl.[C:6]([NH2:14])(=[NH:13])[C:7]1[CH:12]=[CH:11][CH:10]=[CH:9][CH:8]=1.[CH3:15][CH:16]([C:22]([CH3:24])=O)[C:17](OCC)=[O:18]>C(O)C>[CH3:15][C:16]1[C:17](=[O:18])[NH:13][C:6]([C:7]2[CH:12]=[CH:11][CH:10]=[CH:9][CH:8]=2)=[N:14][C:22]=1[CH3:24] |f:0.1,2.3|. Procedure: To a mixture of sodium ethoxide (31.3 g) and anhydrous ethanol (200 ml) is added benzamidine hydrochloride (23.9 g) at 0-5° C. The mixture is stirred at 0° C. for 30 minutes, and thereto is added dropwise a solution of ethyl 2-methylacetoacetate (20 g) and anhydrous ethanol (50 ml) at the same temperature. After addition, the mixture is stirred at room temperature for 30 minutes, and refluxed for six hours. The reaction mixture is concentrated under reduced pressure, and the residue is dissolved...